From a dataset of the Open Reaction Database (ORD), a public repository of structured organic reaction records. describe an organic reaction: reactants, conditions, products, and yield Starting materials: CO, Cc1ccc(C(=O)O)cc1C, CN(C)C=O, O=S(Cl)Cl. Yields the product COC(=O)c1ccc(C)c(C)c1. Reaction SMILES: [CH3:16][OH:17].[CH3:1][c:2]1[cH:3][c:4]([C:5](=[O:6])[OH:7])[cH:8][cH:9][c:10]1[CH3:11].[O:18]=[CH:19][N:20]([CH3:21])[CH3:22].[S:12]([Cl:13])([Cl:14])=[O:15]>>[CH3:1][c:2]1[cH:3][c:4]([C:5](=[O:6])[O:7][CH3:16])[cH:8][cH:9][c:10]1[CH3:11].